Dataset: the Open Reaction Database (ORD), a public repository of structured organic reaction records. Task: describe an organic reaction: reactants, conditions, products, and yield Starting materials: FC=1C=C(C#N)C=C(C1F)F (3,4,5-trifluoro-benzonitrile), C(C)N(C(C)C)C(C)C (N-ethyldiisopropylamine), COC1=CC=C(CN)C=C1 (4-methoxy-benzylamine). The solvent is C(C)#N (acetonitrile). The product is FC=1C=C(C#N)C=C(C1NCC1=CC=C(C=C1)OC)F (3,5-difluoro-4-(4-methoxy-benzylamino)-benzonitrile). Isolated yield 100.0%. RXN SMILES: [F:1][C:2]1[CH:3]=[C:4]([CH:7]=[C:8]([F:11])[C:9]=1F)[C:5]#[N:6].C(N(C(C)C)C(C)C)C.[CH3:21][O:22][C:23]1[CH:30]=[CH:29][C:26]([CH2:27][NH2:28])=[CH:25][CH:24]=1>C(#N)C>[F:11][C:8]1[CH:7]=[C:4]([CH:3]=[C:2]([F:1])[C:9]=1[NH:28][CH2:27][C:26]1[CH:29]=[CH:30][C:23]([O:22][CH3:21])=[CH:24][CH:25]=1)[C:5]#[N:6]. Procedure: To acetonitrile solution (500 ml) of 3,4,5-trifluoro-benzonitrile (15.0 g, 95.5 mmol), N-ethyldiisopropylamine (33.3 ml, 191 mmol) and 4-methoxy-benzylamine (24.9 ml, 191 mmol) were added, followed by refluxing for 21 hours. The solvent was distilled off under reduced pressure, followed by dissolution in ethyl acetate (500 ml), which was washed with saturated aqueous sodium chloride solution (200 ml). After the organic layer was dried over sodium sulfate, the solvent was distilled off under redu... Reactants: FC(C(=O)[O-])(F)F.[K+] (potassium trifluoroacetate), NC1=C(SC=2N=C(NC(C21)=O)C(=O)OCC)CC (ETHYL 5-AMINO-6-ETHYL-3,4-DIHYDRO-4-OXOTHIENO[2,3-d]PYRIMIDINE-2-CARBOXYLATE), diazonium fluoborate, FC(C(=O)O)(F)F (trifluoroacetic acid). Reaction conditions: temperature 25 celsius, time 1 hour. Yields the product diazonium fluoborate, C(C)C1=C(C2=C(N=C(NC2=O)C(=O)OCC)S1)O (ETHYL 6-ETHYL-3,4-DIHYDRO-5-HYDROXY-4-OXOTHIENO[2,3-d]PYRIMIDINE-2-CARBOXYLATE). Reaction SMILES: N[C:2]1[C:10]2[C:9](=[O:11])[NH:8][C:7]([C:12]([O:14][CH2:15][CH3:16])=[O:13])=[N:6][C:5]=2[S:4][C:3]=1[CH2:17][CH3:18].FC(F)(F)C([O-])=[O:22].[K+].FC(F)(F)C(O)=O>>[CH2:17]([C:3]1[S:4][C:5]2[N:6]=[C:7]([C:12]([O:14][CH2:15][CH3:16])=[O:13])[NH:8][C:9](=[O:11])[C:10]=2[C:2]=1[OH:22])[CH3:18] |f:1.2|. Reported procedure: The diazonium fluoborate salt is prepared as in Procedure 63 from the amino compound produced in Procedure 51 yielding 0.03 mole of the required diazonium fluoborate. The latter is added in one portion to a solution of 0.03 mole of potassium trifluoroacetate in 13 ml. of trifluoroacetic acid at 0° C. The mixture is stirred at 25° C. for one hour and then refluxed overnight. The trifloroacetic acid is evaporated in vacuo to give a residue which is triturated with water and filtered to give the de... Reaction SMILES: [NH2:1][C:2]1([C:7]([OH:9])=[O:8])[CH2:6][CH2:5][CH2:4][CH2:3]1.S(=O)(=O)(O)O>C1(O)CCCC1>[NH2:1][C:2]1([C:7]([O:9][CH:2]2[CH2:6][CH2:5][CH2:4][CH2:3]2)=[O:8])[CH2:6][CH2:5][CH2:4][CH2:3]1. Reported procedure: To a solution of 1-aminocyclopentanecarboxylic acid (2.58 g, 19.97 mmol) in cyclopentanol (20 ml), was added concentrated sulfuric acid (2.15 g, 21.97 mmol) and the mixture stirred overnight at 70° C. The reaction was allowed to cool to RT and the cyclopentanol removed under reduced pressure. The residue was dissolved in EtOAc (30 ml) and washed with sat. NaHCO3 (30 ml) and water (3×20 ml) then dried (MgSO4), filtered and concentrated in vacuo to leave a dark yellow oil. Purification by column c... Starting materials: NC1(CCCC1)C(=O)O (1-aminocyclopentanecarboxylic acid), S(O)(O)(=O)=O (sulfuric acid). The yield is 100.0%. The product is NC1(CCCC1)C(=O)OC1CCCC1 (1—Cyclopentyl 1-aminocyclopentanecarboxylate). Reaction conditions: temperature 70 celsius, time 8 hour. The solvent is C1(CCCC1)O (cyclopentanol). Starting materials: Compound 1, ClC1=CC2=NC=CN=C2C(=N1)N1CC(CC1)[C@H](C)O ((S)-1-(1-(7-chloropyrido[4,3-b]pyrazin-5-yl)pyrrolidin-3-yl)ethanol), O1CCN(CC1)C1=CC=C(C=C1)B(O)O (4-morpholinophenylboronic acid). Yields the product O1CCN(CC1)C1=CC=C(C=C1)C1=CC2=NC=CN=C2C(=N1)N1CC(CC1)[C@H](C)O ((S)-1-(1-(7-(4-morpholinophenyl)pyrido[4,3-b]pyrazin-5-yl)pyrrolidin-3-yl)ethanol). As a reaction SMILES: Cl[C:2]1[N:11]=[C:10]([N:12]2[CH2:16][CH2:15][CH:14]([C@@H:17]([OH:19])[CH3:18])[CH2:13]2)[C:9]2[C:4](=[N:5][CH:6]=[CH:7][N:8]=2)[CH:3]=1.[O:20]1[CH2:25][CH2:24][N:23]([C:26]2[CH:31]=[CH:30][C:29](B(O)O)=[CH:28][CH:27]=2)[CH2:22][CH2:21]1>>[O:20]1[CH2:25][CH2:24][N:23]([C:26]2[CH:31]=[CH:30][C:29]([C:2]3[N:11]=[C:10]([N:12]4[CH2:16][CH2:15][CH:14]([C@@H:17]([OH:19])[CH3:18])[CH2:13]4)[C:9]4[C:4](=[N:5][CH:6]=[CH:7][N:8]=4)[CH:3]=3)=[CH:28][CH:27]=2)[CH2:22][CH2:21]1. Procedure details: The title compound was prepared according to the procedure of Compound 1 (B) using (S)-1-(1-(7-chloropyrido[4,3-b]pyrazin-5-yl)pyrrolidin-3-yl)ethanol and 4-morpholinophenylboronic acid. MS (m/z): 406 (M+H)+. Starting materials: Cl (HCl), C1(=CC=CC=C1)C(=O)NCCOC1=CC=C(C(=O)OC)C=C1 (methyl 4-(2-benzenecarbonylamino-ethoxy)benzoate), [OH-].[Na+] (NaOH), NO (hydroxylamine). The solvent is C1CCOC1.CO (THF methanol). Reaction conditions: time 14 hour. Yields the product ONC(C1=CC=C(C=C1)OCCNC(=O)C1=CC=CC=C1)=O (N-hydroxy-4-(2-benzenecarbonylamino-ethoxy)benzamide). As a reaction SMILES: [C:1]1([C:7]([NH:9][CH2:10][CH2:11][O:12][C:13]2[CH:22]=[CH:21][C:16]([C:17](OC)=[O:18])=[CH:15][CH:14]=2)=[O:8])[CH:6]=[CH:5][CH:4]=[CH:3][CH:2]=1.[NH2:23][OH:24].[OH-].[Na+].Cl>C1COCC1.CO>[OH:24][NH:23][C:17](=[O:18])[C:16]1[CH:21]=[CH:22][C:13]([O:12][CH2:11][CH2:10][NH:9][C:7]([C:1]2[CH:6]=[CH:5][CH:4]=[CH:3][CH:2]=2)=[O:8])=[CH:14][CH:15]=1 |f:2.3,5.6|. Reported procedure: To a solution of crude methyl 4-(2-benzenecarbonylamino-ethoxy)benzoate (0.5 mmol) in a 1:1 mixture of THF/methanol (20 ml) was added 50 wt. % aqueous hydroxylamine (3 ml) followed by 1M aqueous NaOH (1 ml) adjusting the pH between 10-11. The reaction mixture was stirred for 14 h, neutralized to pH=7-8 with 6 M aqueous HCl and concentrated in vacuo. The precipitate was collected and purified by HPLC providing the title compound as a white solid. 1H NMR (DMSO-d6): δ 8.69 (t, J=5.8 Hz, 1H), 7.83 (... Reactants: C(C1=CC=CC=C1)OC=1C=2N(C=CC1)C=C(N2)C (8-benzyloxy-2-methyl-imidazo[1,2-a]pyridine), Cl (HCl). The reagents and catalysts are [Pd] (Palladium-on-charcoal), fresh catalyst. Run in C(C)O (ethanol). Reaction conditions: time 45 hour. Product: Cl.OC1C=2N(CCC1)C=C(N2)C (8-hydroxy-2-methyl-5,6,7,8-tetrahydroimidazo[1,2-a]pyridine hydrochloride). As a reaction SMILES: C([O:8][C:9]1[C:10]2[N:11]([CH:15]=[C:16]([CH3:18])[N:17]=2)[CH:12]=[CH:13][CH:14]=1)C1C=CC=CC=1.[ClH:19]>[Pd].C(O)C>[ClH:19].[OH:8][CH:9]1[CH2:14][CH2:13][CH2:12][N:11]2[CH:15]=[C:16]([CH3:18])[N:17]=[C:10]12 |f:4.5|. Procedure details: A mixture of 8-benzyloxy-2-methyl-imidazo[1,2-a]pyridine (5.9 g), 6.1 N HCl(4.2 ml), 10% Palladium-on-charcoal (5.9 g) and 240 ml ethanol was hydrogenated under a H2 -pressure of about 3.5 kg/cm2 for 22 hrs. at room temperature, after which period a further 2 g of fresh catalyst was added and hydrogenation continued for another 45 hrs. After filtration and evaporation of the solvent at the reduced pressure, the title compound is obtained as a pale yellow solid with m.p. 140°-152° C.